From a dataset of the Open Reaction Database (ORD), a public repository of structured organic reaction records. describe an organic reaction: reactants, conditions, products, and yield Starting materials: O (water), S(=O)(=O)([O-])[O-].[Mg+2] (magnesium sulfate), C(CC)=O (Propanal), C(C=C)O (allyl alcohol), CCCCCC (hexane). The reagents and catalysts are C([O-])([O-])=O.[K+].[K+] (potassium carbonate), O.C1(=CC=C(C=C1)S(=O)(=O)O)C (p-toluenesulfonic acid monohydrate). Conditions: temperature 10 celsius. Product: C(C=C)OC(CC)OCC=C (1,1-Bis(allyloxy)propane). The yield is 85.0%. RXN SMILES: [CH:1](=[O:4])[CH2:2][CH3:3].[CH2:5]([OH:8])[CH:6]=[CH2:7].S([O-])([O-])(=O)=O.[Mg+2].O.[CH3:16][CH2:17][CH2:18]CCC>O.C1(C)C=CC(S(O)(=O)=O)=CC=1.C(=O)([O-])[O-].[K+].[K+]>[CH2:1]([O:4][CH:5]([O:8][CH2:18][CH:17]=[CH2:16])[CH2:6][CH3:7])[CH:2]=[CH2:3] |f:2.3,6.7,8.9.10|. Procedure details: Propanal (81 mL, 1.11 mol) and allyl alcohol (100 g, 1.72 mol) were dissolved in hexane (400 mL) under a nitrogen atmosphere. To the solution, magnesium sulfate (82.90 g, 0.69 mol) was added, and the mixture was stirred. This mixture was cooled to 10° C. or lower, and p-toluenesulfonic acid monohydrate (3.28 g, 0.017 mol) was added thereto. The reaction mixture was stirred at 15° C. or lower for 1 hour. To the reaction mixture, potassium carbonate (2.38 g) and water (400 mL) were added in this o... Reactants: FC(C(=O)O)(F)F.N1C[C@@H](CC1)SC1=CC=C(C=C1)O ((R)-4-(pyrrolidin-3-yl-sulfanyl)-phenol trifluoro-acetic acid), C(CC1=CC=CC=C1)C1OC1 ((RS)-2-phenethyl-oxirane). The product is O[C@H](CN1C[C@@H](CC1)SC1=CC=C(C=C1)O)CCC1=CC=CC=C1 ((2S,3R)-4-[1-(2-Hydroxy-4-phenyl-butyl)-pyrrolidin-3-yl-sulfanyl]-phenol). Reaction SMILES: FC(F)(F)C(O)=O.[NH:8]1[CH2:12][CH2:11][C@@H:10]([S:13][C:14]2[CH:19]=[CH:18][C:17]([OH:20])=[CH:16][CH:15]=2)[CH2:9]1.[CH2:21]([CH:29]1[CH2:31][O:30]1)[CH2:22][C:23]1[CH:28]=[CH:27][CH:26]=[CH:25][CH:24]=1>>[OH:30][C@@H:29]([CH2:21][CH2:22][C:23]1[CH:28]=[CH:27][CH:26]=[CH:25][CH:24]=1)[CH2:31][N:8]1[CH2:12][CH2:11][C@@H:10]([S:13][C:14]2[CH:19]=[CH:18][C:17]([OH:20])=[CH:16][CH:15]=2)[CH2:9]1 |f:0.1|. Reported procedure: The title compound, MS: m/e=344.4 (M+H+) was prepared from (R)-4-(pyrrolidin-3-yl-sulfanyl)-phenol trifluoro-acetic acid and (RS)-2-phenethyl-oxirane. Starting materials: O1C(COC2=CC=C(C(=O)OC)C=C2)C1 (methyl 4-(2,3-epoxypropoxy)benzoate), C(C)(C)(C)N (t-butylamine). Solvent: CO (methanol). Yields the product OC(COC1=CC=C(C(=O)OC)C=C1)CNC(C)(C)C (Methyl 4-[2-Hydroxy-3-(t-butylamino)propoxy]benzoate). Isolated yield 65.0%. Reaction SMILES: [O:1]1[CH2:15][CH:2]1[CH2:3][O:4][C:5]1[CH:14]=[CH:13][C:8]([C:9]([O:11][CH3:12])=[O:10])=[CH:7][CH:6]=1.[C:16]([NH2:20])([CH3:19])([CH3:18])[CH3:17]>CO>[OH:1][CH:2]([CH2:15][NH:20][C:16]([CH3:19])([CH3:18])[CH3:17])[CH2:3][O:4][C:5]1[CH:14]=[CH:13][C:8]([C:9]([O:11][CH3:12])=[O:10])=[CH:7][CH:6]=1. Procedure details: A mixture of methyl 4-(2,3-epoxypropoxy)benzoate (prepared as described in Example I) (2.1 g, 0.01 mole), 10 mL of t-butylamine and 10 mL of methanol was heated to reflux for three hours. The reaction medium was then evaporated under reduced pressure to provide the amine as an oil. The free amine was crystallized from hexane-ethyl acetate in 65% yield: m.p. 88°-89° C. The NMR spectrum and elemental analysis were consistent with the assigned structure. Reactants: O (water), BrC1=C(C=2C(=NC(=CC2NS(=O)(=O)C2=CC(=CC=C2)Cl)C)S1)C1=CC(=CC=C1)OC (N-{2-Bromo-6-methyl-3-[3-(methyloxy)phenyl]thieno[2,3-b]pyridin-4-yl}-3-chlorobenzenesulfonamide), N1N=C(C=C1)B(O)O (1H-pyrazol-3-ylboronic acid), C([O-])([O-])=O.[K+].[K+] (potassium carbonate). Reagents/catalysts: C=1C=CC(=CC1)[P](C=2C=CC=CC2)(C=3C=CC=CC3)[Pd]([P](C=4C=CC=CC4)(C=5C=CC=CC5)C=6C=CC=CC6)([P](C=7C=CC=CC7)(C=8C=CC=CC8)C=9C=CC=CC9)[P](C=1C=CC=CC1)(C=1C=CC=CC1)C=1C=CC=CC1 (tetrakis(triphenylphosphine)palladium(0)), Cl[Pd]([P](C1=CC=CC=C1)(C2=CC=CC=C2)C3=CC=CC=C3)([P](C4=CC=CC=C4)(C5=CC=CC=C5)C6=CC=CC=C6)Cl (bis(triphenylphosphine)palladium(II) chloride). Run in O1CCOCC1 (1,4-dioxane). Conditions: temperature 100 celsius. Yields the product ClC=1C=C(C=CC1)S(=O)(=O)NC1=C2C(=NC(=C1)C)SC(=C2C2=CC(=CC=C2)OC)C2=NNC=C2 (3-Chloro-N-[6-methyl-3-[3-(methyloxy)phenyl]-2-(1H-pyrazol-3-yl)thieno[2,3-b]pyridin-4-yl]benzenesulfonamide). Yield: 10.3%. Reaction SMILES: Br[C:2]1[S:22][C:5]2=[N:6][C:7]([CH3:21])=[CH:8][C:9]([NH:10][S:11]([C:14]3[CH:19]=[CH:18][CH:17]=[C:16]([Cl:20])[CH:15]=3)(=[O:13])=[O:12])=[C:4]2[C:3]=1[C:23]1[CH:28]=[CH:27][CH:26]=[C:25]([O:29][CH3:30])[CH:24]=1.[NH:31]1[CH:35]=[CH:34][C:33](B(O)O)=[N:32]1.C(=O)([O-])[O-].[K+].[K+].O>O1CCOCC1.Cl[Pd](Cl)([P](C1C=CC=CC=1)(C1C=CC=CC=1)C1C=CC=CC=1)[P](C1C=CC=CC=1)(C1C=CC=CC=1)C1C=CC=CC=1.C1C=CC([P]([Pd]([P](C2C=CC=CC=2)(C2C=CC=CC=2)C2C=CC=CC=2)([P](C2C=CC=CC=2)(C2C=CC=CC=2)C2C=CC=CC=2)[P](C2C=CC=CC=2)(C2C=CC=CC=2)C2C=CC=CC=2)(C2C=CC=CC=2)C2C=CC=CC=2)=CC=1>[Cl:20][C:16]1[CH:15]=[C:14]([S:11]([NH:10][C:9]2[CH:8]=[C:7]([CH3:21])[N:6]=[C:5]3[S:22][C:2]([C:35]4[CH:34]=[CH:33][NH:32][N:31]=4)=[C:3]([C:23]4[CH:28]=[CH:27][CH:26]=[C:25]([O:29][CH3:30])[CH:24]=4)[C:4]=23)(=[O:13])=[O:12])[CH:19]=[CH:18][CH:17]=1 |f:2.3.4,^1:54,73,96,98,117,136|. Procedure: To a solution of N-{2-bromo-6-methyl-3-[3-(methyloxy)phenyl]thieno[2,3-b]pyridin-4-yl}-3-chlorobenzenesulfonamide (Example 33) (160 mg, 0.305 mmol) in 1,4-dioxane (2.5 mL) was added 1H-pyrazol-3-ylboronic acid (51.3 mg, 0.458 mmol), bis(triphenylphosphine)palladium(II) chloride (21.44 mg, 0.031 mmol) and potassium carbonate (127 mg, 0.916 mmol). Then, water (1 mL) was added to the mixture. The reaction mixture was then heated at 100° C. in a microwave for 15 min (×2). Extra tetrakis(triphenylpho... Starting materials: [OH-].[Na+] (NaOH), CON=C1[C@H]2C([C@@H](C[C@@H]1CO[Si](C1=CC=CC=C1)(C1=CC=CC=C1)C(C)(C)C)C2)(C)C ((1R,3S,5R)-3-(((tert-butyldiphenylsilyl)oxy)methyl)-6,6-dimethyl-bicyclo[3.1.1]heptan-2-one O-methyl oxime), CON=C1[C@H]2C([C@@H](C[C@@H]1CO[Si](C1=CC=CC=C1)(C1=CC=CC=C1)C(C)(C)C)C2)(C)C ((1R,3S,5R)-3-(((tert-butyldiphenylsilyl)oxy)methyl)-6,6-dimethyl-bicyclo[3.1.1]heptan-2-one O-methyl oxime), B.C1CCOC1 (borane THF). Solvent: C1CCOC1 (THF). Conditions: temperature 75 celsius. The product is [Si](C1=CC=CC=C1)(C1=CC=CC=C1)(C(C)(C)C)OC[C@@H]1C([C@H]2C([C@@H](C1)C2)(C)C)N ((1R,3S,5R)-3-(((tert-butyldiphenylsilyl)oxy)methyl)-6,6-dimethyl-bicyclo[3.1.1]heptan-2-amine). Reaction SMILES: CO[N:3]=[C:4]1[C@@H:9]([CH2:10][O:11][Si:12]([C:25]([CH3:28])([CH3:27])[CH3:26])([C:19]2[CH:24]=[CH:23][CH:22]=[CH:21][CH:20]=2)[C:13]2[CH:18]=[CH:17][CH:16]=[CH:15][CH:14]=2)[CH2:8][C@H:7]2[CH2:29][C@@H:5]1[C:6]2([CH3:31])[CH3:30].B.C1COCC1.[OH-].[Na+]>C1COCC1>[Si:12]([O:11][CH2:10][C@H:9]1[CH2:8][C@H:7]2[CH2:29][C@H:5]([C:6]2([CH3:31])[CH3:30])[CH:4]1[NH2:3])([C:25]([CH3:28])([CH3:26])[CH3:27])([C:19]1[CH:24]=[CH:23][CH:22]=[CH:21][CH:20]=1)[C:13]1[CH:18]=[CH:17][CH:16]=[CH:15][CH:14]=1 |f:1.2,3.4|. Procedure details: To a solution of (1R,3S,5R)-3-(((tert-butyldiphenylsilyl)oxy)methyl)-6,6-dimethyl-bicyclo[3.1.1]heptan-2-one O-methyl oxime, 77d, (0.20 g, 0.46 mmol) in THF (3 mL) was added borane-THF (1.38 mL of 1 M solution, 1.38 mmol). The reaction was heated to 75° C. for 18 hours. The mixture was diluted into 1N NaOH (50 mL) and extracted twice with EtOAc. The combined organic phases were dried (MgSO4), filtered and concentrated in vacuo to afford 178 mg of a colorless oil that was used without further pur... The reactants are COCOC[C@H]1C[C@H](CCC1)COCC(=O)OC(C)(C)C (tert-butyl [cis-3-(methoxymethoxymethyl)cyclohexylmethoxy]-acetate), [Na+].[Cl-] (NaCl), O (water), Cl (HCl). Reaction conditions: time 2 hour. Solvent: O1CCCC1 (tetrahydrofuran), C(C)(C)(C)OC (methyl tert-butyl ether). The product is OC[C@H]1C[C@H](CCC1)COCC(=O)OC(C)(C)C (tert-butyl (cis-3-hydroxymethyl-cyclohexylmethoxy)acetate). RXN SMILES: COC[O:4][CH2:5][C@@H:6]1[CH2:11][CH2:10][CH2:9][C@H:8]([CH2:12][O:13][CH2:14][C:15]([O:17][C:18]([CH3:21])([CH3:20])[CH3:19])=[O:16])[CH2:7]1.Cl.[Na+].[Cl-].O>O1CCCC1.C(OC)(C)(C)C>[OH:4][CH2:5][C@@H:6]1[CH2:11][CH2:10][CH2:9][C@H:8]([CH2:12][O:13][CH2:14][C:15]([O:17][C:18]([CH3:21])([CH3:20])[CH3:19])=[O:16])[CH2:7]1 |f:2.3|. Procedure details: 1.9 g of tert-butyl [cis-3-(methoxymethoxymethyl)cyclohexylmethoxy]-acetate are dissolved in 10 ml of tetrahydrofuran, 5 ml of conc. HCl are added and the mixture is stirred at room temperature for 2 h. 10 ml of sat. NaCl solution, 10 ml of water and 30 ml of methyl tert-butyl ether are then added, the phases are separated and the aqueous phase is extracted with methyl tert-butyl ether. The combined organic phases are dried over MgSO4 and concentrated. Flash chromatography on silica gel (heptane... Yield: 37.0%. Starting materials: N1(CCCCCC1)C(C#N)(C)C (2-(hexahydro-1H-azepin-1-yl)-2-methylpropanenitrile), C1(=CC=CC=C1)[Li] (phenyllithium), solution, CC(C(C1=CC=CC=C1)N)(C)N1CCCC1 ([2-methyl-1-phenyl-2-(1-pyrrolidinyl)propyl]amine), [BH4-].[Na+] (sodium borohydride). Run in C(CCC)OCCCC (dibutylether), C1CCOC1 (THF), CO (methanol). The product is N1(CCCCCC1)C(C(C1=CC=CC=C1)N)(C)C ((±)[2-(Hexahydro-1H-azepin-1-yl)-2-methyl-1-phenylpropyl]amine). Yield: 83.0%. RXN SMILES: [N:1]1([C:8]([CH3:12])([CH3:11])[C:9]#[N:10])[CH2:7][CH2:6][CH2:5][CH2:4][CH2:3][CH2:2]1.[C:13]1([Li])[CH:18]=[CH:17][CH:16]=[CH:15][CH:14]=1.[BH4-].[Na+].CC(N1CCCC1)(C)C(N)C1C=CC=CC=1>C(OCCCC)CCC.C1COCC1.CO>[N:1]1([C:8]([CH3:12])([CH3:11])[CH:9]([NH2:10])[C:13]2[CH:18]=[CH:17][CH:16]=[CH:15][CH:14]=2)[CH2:7][CH2:6][CH2:5][CH2:4][CH2:3][CH2:2]1 |f:2.3|. Procedure details: The title compound (3.7 g; 83%) was prepared from 2-(hexahydro-1H-azepin-1-yl)-2-methylpropanenitrile D41 (3 g; 18 mmol) and phenyllithium in dibutylether (18 ml of a 2M solution; 36 mmol) in THF (100 ml), followed by reaction with sodium borohydride (2.13 g, 54 mmol) in methanol (100 ml) in a similar manner to that described in D5. 1H NMR (CDCl3) δ 0.78 (3H, s), 0.98 (3H, s), 1.55-1.70 (8H, m), 1.83 (2H, br s), 2.67-2.79 (4H, m), 4.18 (1H, s), 7.20-7.30 (3H, m), 7.40-7.42 (2H, m).